The task is: describe an organic reaction: reactants, conditions, products, and yield. This data is from the Open Reaction Database (ORD), a public repository of structured organic reaction records. The reactants are O (water), C(C)OC(=O)N1C(NC2=C1C=CC(=C2)OC)=O (5-methoxy-2-oxo-2,3-dihydrobenzimidazole-1-carboxylic acid ethyl ester), [H-].[Na+] (NaH), BrCCCl (1-bromo-2-chloroethane). Solvent: CN(C)C=O (DMF). Conditions: time 20 minute. Yields the product C(C)OC(=O)N1C(N(C2=C1C=CC(=C2)OC)CCCl)=O (3-(2-chloroethyl)-5-methoxy-2-oxo-2,3-dihydrobenzimidazole-1-carboxylic Acid Ethyl Ester). Reaction SMILES: [CH2:1]([O:3][C:4]([N:6]1[C:10]2[CH:11]=[CH:12][C:13]([O:15][CH3:16])=[CH:14][C:9]=2[NH:8][C:7]1=[O:17])=[O:5])[CH3:2].[H-].[Na+].Br[CH2:21][CH2:22][Cl:23].O>CN(C=O)C>[CH2:1]([O:3][C:4]([N:6]1[C:10]2[CH:11]=[CH:12][C:13]([O:15][CH3:16])=[CH:14][C:9]=2[N:8]([CH2:21][CH2:22][Cl:23])[C:7]1=[O:17])=[O:5])[CH3:2] |f:1.2|. Procedure: A mixture of 5-methoxy-2-oxo-2,3-dihydrobenzimidazole-1-carboxylic acid ethyl ester and 80% NaH (0.38 g; 0.013 mol) in anhydrous DMF was stirred 20 minutes at room temperature. Then 1-bromo-2-chloroethane (1.1 ml; 0.013 moles) was added and the solution was stirred overnight. After cooling, the reaction mixture was poured into water and the separated oil was extracted into ethyl acetate. The organic layer was dried over MgSO4 and evaporated under vacuum to give the crude title compound which was... The reactants are BrC=1C=C(C#N)C=CC1CN1C=NC=C1CCCO (3-bromo-4-[5-(3-hydroxypropyl)-imidazol-1-ylmethyl]benzonitrile), N1C=NC=C1 (imidazole), [Br-] (bromide), C1(=CC=CC=C1)B(O)O (phenylboronic acid), C(=O)([O-])[O-].[Na+].[Na+] (Na2CO3). Reagents/catalysts: C1=CC=C(C=C1)P(C2=CC=CC=C2)C3=CC=CC=C3.[Pd] (PPh3 Pd). Reaction conditions: time 20 minute. The product is OCCCC1=CN=CN1CC1=CC(=CC=C1C1=CC=CC=C1)C#N (6-[5-(3-Hydroxypropyl)-imidazol-1-ylmethyl]biphenyl-4-carbonitrile). RXN SMILES: Br[C:2]1[CH:3]=[C:4]([CH:7]=[CH:8][C:9]=1[CH2:10][N:11]1[C:15]([CH2:16][CH2:17][CH2:18][OH:19])=[CH:14][N:13]=[CH:12]1)C#N.[NH:20]1[CH:24]=CN=C1.[Br-].[C:26]1(B(O)O)[CH:31]=[CH:30][CH:29]=[CH:28][CH:27]=1.C([O-])([O-])=O.[Na+].[Na+]>C1C=CC(P(C2C=CC=CC=2)C2C=CC=CC=2)=CC=1.[Pd]>[OH:19][CH2:18][CH2:17][CH2:16][C:15]1[N:11]([CH2:10][C:9]2[C:2]([C:26]3[CH:31]=[CH:30][CH:29]=[CH:28][CH:27]=3)=[CH:3][CH:4]=[C:7]([C:24]#[N:20])[CH:8]=2)[CH:12]=[N:13][CH:14]=1 |f:4.5.6,7.8|. Procedure details: To a solution of 3-bromo-4-[5-(3-hydroxypropyl)-imidazol-1-ylmethyl]benzonitrile (1.02 g, 3.2 mmol) that is prepared by alkylation of imidazole from Example 21 with bromide described in Example 1C followed by removal of the silyl protecting group by analogy to the first step in Example 3C in DME (10 mL) is added phenylboronic acid (586 mg, 4.8 mmol), aqueous Na2CO3 (2M, 4.8 mL, 9.6 mmol), and PS-PPh3-Pd (0) resin (0.13 mmol/g, 1 g). The reaction mixture is run in a microwave at 130° C. for 20 mi... Starting materials: NCCCN(C)C (3-aminopropyldimethylamine), Cl (hydrochloric acid), C(C1=CC=CC=C1)=O (benzaldehyde), C(#N)[BH3-].[Na+] (sodium cyanoborohydride). Solvent: CO (methanol), C(C)(=O)O (acetic acid). Product: CN(C)CCCN(CC1=CC=CC=C1)CC1=CC=CC=C1 ([3-(N,N-dimethylamino)propyl]dibenzylamine). Yield: 92.0%. Reaction SMILES: N[CH2:2][CH2:3][CH2:4][N:5]([CH3:7])[CH3:6].[CH:8](=O)[C:9]1[CH:14]=[CH:13][CH:12]=[CH:11][CH:10]=1.[C:16]([BH3-])#[N:17].[Na+].Cl>CO.C(O)(=O)C>[CH3:6][N:5]([CH2:4][CH2:3][CH2:2][N:17]([CH2:16][C:9]1[CH:14]=[CH:13][CH:12]=[CH:11][CH:10]=1)[CH2:8][C:9]1[CH:14]=[CH:13][CH:12]=[CH:11][CH:10]=1)[CH3:7] |f:2.3|. Procedure details: A solution of 10.22 g of 3-aminopropyldimethylamine in 100 ml of methanol was neutralized with 12 ml of glacial acetic acid and mixed with 100 g of benzaldehyde. To the stirred mixture, was added portionwise 8.38 g of sodium cyanoborohydride. The mixture was allowed to react at room temperature for 16 hours. The reaction mixture was adjusted to pH 1 with concentrated hydrochloric acid, and stripped of the methanol by distillation under reduced pressure. The residue was treated with 200 of ml of ... Reactants: BrC1=CC=2C3=C(C=NC2C=C1)N(C(N3C=3C(=NN(C3)C)C)=O)C (8-bromo-1-(1,3-dimethyl-1H-pyrazol-4-yl)-3-methyl-1,3-dihydro-imidazo[4,5-c]quinolin-2-one), BrC1=CC=2C3=C(C=NC2C=C1)N(C(N3C=3C(=NN(C3)C)C)=O)C (8-bromo-1-(1,3-dimethyl-1H-pyrazol-4-yl)-3-methyl-1,3-dihydro-imidazo[4,5-c]quinolin-2-one), CNC1=NC=C(C=N1)B1OC(C(O1)(C)C)(C)C (methyl-[5-(4,4,5,5-tetramethyl-[1,3,2]dioxaborolan-2-yl)-pyrimidin-2-yl]-amine). Procedure: The title compound was synthesized in a similar manner as described for Example 1.1 using 8-bromo-1-(1,3-dimethyl-1H-pyrazol-4-yl)-3-methyl-1,3-dihydro-imidazo[4,5-c]quinolin-2-one (Intermediate A) and methyl-[5-(4,4,5,5-tetramethyl-[1,3,2]dioxaborolan-2-yl)-pyrimidin-2-yl]-amine (Stage 80.1.1) to give the title compound as a white solid. (HPLC: tR 2.18 min (Method A); M+H=401 MS-ES; 1H-NMR (d6-DMSO, 400 MHz) 8.93 (s, 1H), 8.49-8.34 (s, br, 2H), 8.13-8.11 (m, 1H), 8.07-8.04 (m, 1H), 7.89-7.85 (m... The product is CN1N=C(C(=C1)N1C(N(C=2C=NC=3C=CC(=CC3C21)C=2C=NC(=NC2)NC)C)=O)C (1-(1,3-Dimethyl-1H-pyrazol-4-yl)-3-methyl-8-(2-methylamino-pyrimidin-5-yl)-1,3-dihydro-imidazo[4,5-c]quinolin-2-one). RXN SMILES: Br[C:2]1[CH:11]=[CH:10][C:9]2[N:8]=[CH:7][C:6]3[N:12]([CH3:23])[C:13](=[O:22])[N:14]([C:15]4[C:16]([CH3:21])=[N:17][N:18]([CH3:20])[CH:19]=4)[C:5]=3[C:4]=2[CH:3]=1.[CH3:24][NH:25][C:26]1[N:31]=[CH:30][C:29](B2OC(C)(C)C(C)(C)O2)=[CH:28][N:27]=1>>[CH3:20][N:18]1[CH:19]=[C:15]([N:14]2[C:5]3[C:4]4[CH:3]=[C:2]([C:29]5[CH:28]=[N:27][C:26]([NH:25][CH3:24])=[N:31][CH:30]=5)[CH:11]=[CH:10][C:9]=4[N:8]=[CH:7][C:6]=3[N:12]([CH3:23])[C:13]2=[O:22])[C:16]([CH3:21])=[N:17]1. Starting materials: C(C1=CC=CC=C1)OC=1C=C(C=CC1)C=1NC(N2C1C(=NC=C2)Cl)=O (1-(3-benzyloxy-phenyl)-8-chloro-2H-imidazo[1,5-a]pyrazin-3-one), N (NH3). The solvent is CC(C)O (i-PrOH). Conditions: temperature 110 celsius. Product: NC=1C=2N(C=CN1)C(NC2C2=CC(=CC=C2)OCC2=CC=CC=C2)=O (8-Amino-1-(3-benzyloxy-phenyl)-2H-imidazo[1,5-a]pyrazin-3-one). RXN SMILES: [CH2:1]([O:8][C:9]1[CH:10]=[C:11]([C:15]2[NH:16][C:17](=[O:25])[N:18]3[CH:23]=[CH:22][N:21]=[C:20](Cl)[C:19]=23)[CH:12]=[CH:13][CH:14]=1)[C:2]1[CH:7]=[CH:6][CH:5]=[CH:4][CH:3]=1.[NH3:26]>CC(O)C>[NH2:26][C:20]1[C:19]2[N:18]([C:17](=[O:25])[NH:16][C:15]=2[C:11]2[CH:12]=[CH:13][CH:14]=[C:9]([O:8][CH2:1][C:2]3[CH:7]=[CH:6][CH:5]=[CH:4][CH:3]=3)[CH:10]=2)[CH:23]=[CH:22][N:21]=1. Reported procedure: A solution of 1-(3-benzyloxy-phenyl)-8-chloro-2H-imidazo[1,5-a]pyrazin-3-one (100 mg, 0.28 mmol) in i-PrOH (4 mL) was saturated with NH3 at −20° C. and heated 110° C. in a sealed tube for 48 hours. The light brown reaction mixture was partitioned in water and DCM and separated. The aqueous layer was washed with DCM (3×) and the combined organic layers were washed with brine (1×), dried over Na2SO4, filtered, and concentrated in vacuo. The crude material was purified by chromatography on silica g... Reactants: C(#C)C=1C=C(OC2=CC(=C(C=C2)[N+](=O)[O-])[N+](=O)[O-])C=CC1 (4-(3-ethynylphenoxy)-o-dinitrobenzene), O1CCCC1 (tetrahydrofuran). The reagents and catalysts are [Zn] (zinc). Run in [OH-].[NH4+] (ammonium hydroxide), [OH-].[NH4+] (ammonium hydroxide). Conditions: time 0.5 hour. Product: C(#C)C=1C=C(OC2=CC(=C(C=C2)N)N)C=CC1 (4-(3-Ethynylphenoxy)-o-phenylenediamine). RXN SMILES: [C:1]([C:3]1[CH:4]=[C:5]([CH:19]=[CH:20][CH:21]=1)[O:6][C:7]1[CH:12]=[CH:11][C:10]([N+:13]([O-])=O)=[C:9]([N+:16]([O-])=O)[CH:8]=1)#[CH:2].O1CCCC1>[OH-].[NH4+].[Zn]>[C:1]([C:3]1[CH:4]=[C:5]([CH:19]=[CH:20][CH:21]=1)[O:6][C:7]1[CH:12]=[CH:11][C:10]([NH2:13])=[C:9]([NH2:16])[CH:8]=1)#[CH:2] |f:2.3|. Procedure details: To a rapidly stirred suspension of 25 g (0.38 g atom) of powdered zinc in 25 ml of concentrated ammonium hydroxide was added a solution containing 5.0 g (17.6 mmoles) of 4-(3-ethynylphenoxy)-o-dinitrobenzene dissolved.in 25ml of tetrahydrofuran. The mixture was stirred at room temperature for one-half hour, at which time an additional 5 ml of ammonium hydroxide was added, and the solution stirred an additional half hour. At that time, the reaction mixture was filtered by suction, and the residue... Reactants: O (Water), C(C)C1=NN=C(O1)NC(OCC(Cl)(Cl)Cl)=O (2,2,2-trichloroethyl (5-ethyl-1,3,4-oxadiazol-2-yl)carbamate), C1(=CC=CC=C1)C1=NSC(=N1)N1CCNCC1 (1-(3-phenyl-1,2,4-thiadiazol-5-yl)piperazine), C(C)(C)N(CC)C(C)C (diisopropylethylamine). Run in CS(=O)C (dimethyl sulfoxide). The product is C(C)C1=NN=C(O1)NC(=O)N1CCN(CC1)C1=NC(=NS1)C1=CC=CC=C1 (N-(5-ethyl-1,3,4-oxadiazol-2-yl)-4-(3-phenyl-1,2,4-thiadiazol-5-yl)piperazine-1-carboxamide). RXN SMILES: [CH2:1]([C:3]1[O:7][C:6]([NH:8][C:9](=[O:16])OCC(Cl)(Cl)Cl)=[N:5][N:4]=1)[CH3:2].[C:17]1([C:23]2[N:27]=[C:26]([N:28]3[CH2:33][CH2:32][NH:31][CH2:30][CH2:29]3)[S:25][N:24]=2)[CH:22]=[CH:21][CH:20]=[CH:19][CH:18]=1.C(N(C(C)C)CC)(C)C.O>CS(C)=O>[CH2:1]([C:3]1[O:7][C:6]([NH:8][C:9]([N:31]2[CH2:32][CH2:33][N:28]([C:26]3[S:25][N:24]=[C:23]([C:17]4[CH:22]=[CH:21][CH:20]=[CH:19][CH:18]=4)[N:27]=3)[CH2:29][CH2:30]2)=[O:16])=[N:5][N:4]=1)[CH3:2]. Procedure: A mixed solution of 2,2,2-trichloroethyl (5-ethyl-1,3,4-oxadiazol-2-yl)carbamate (213 mg, 0.738 mmol), 1-(3-phenyl-1,2,4-thiadiazol-5-yl)piperazine (200 mg, 0.812 mmol) and diisopropylethylamine (0.129 ml, 0.738 mmol) in dimethyl sulfoxide (2.5 ml) was stirred at 70° C. for 3 hours and half. Water was poured to the reaction mixture, and the resulting solution was extracted with ethyl acetate. The extract was washed with water and dried over anhydrous magnesium sulfate, and the solvent was distil... The solvent is CN(C)C=O (DMF), CN(C)C=O (DMF). Yield: 79.6%. Reported procedure: To a solution of 6-oxo-1,6-dihydro-pyridine-3-carboxylic acid 4-methoxybenzyl ester (4.41 g, 17 mmol) and K2CO3 (2.58 g, 18.7 mmol) in DMF (100 mL) at room temperature, was added 2-bromoethanol (2.02 g, 16.2 mmol). The reaction mixture was stirred at 80° C. for 30 h, whereupon the DMF was evaporated under vacuum. The crude product was column chromatographed (silica gel, 2→5% MeOH in CH2Cl2), to give 3.91 g of 1-(2-hydroxyethyl)-6-oxo-1,6-dihydro-pyridine-3-carboxylic acid 4-methoxybenzyl ester. Reaction SMILES: [CH3:1][O:2][C:3]1[CH:19]=[CH:18][C:6]([CH2:7][O:8][C:9]([C:11]2[CH:16]=[CH:15][C:14](=[O:17])[NH:13][CH:12]=2)=[O:10])=[CH:5][CH:4]=1.C([O-])([O-])=O.[K+].[K+].Br[CH2:27][CH2:28][OH:29]>CN(C=O)C>[CH3:1][O:2][C:3]1[CH:4]=[CH:5][C:6]([CH2:7][O:8][C:9]([C:11]2[CH:16]=[CH:15][C:14](=[O:17])[N:13]([CH2:27][CH2:28][OH:29])[CH:12]=2)=[O:10])=[CH:18][CH:19]=1 |f:1.2.3|. The product is COC1=CC=C(COC(=O)C2=CN(C(C=C2)=O)CCO)C=C1 (1-(2-hydroxyethyl)-6-oxo-1,6-dihydro-pyridine-3-carboxylic acid 4-methoxybenzyl ester). Reactants: COC1=CC=C(COC(=O)C2=CNC(C=C2)=O)C=C1 (6-oxo-1,6-dihydro-pyridine-3-carboxylic acid 4-methoxybenzyl ester), C(=O)([O-])[O-].[K+].[K+] (K2CO3), BrCCO (2-bromoethanol). Reactants: Cc1noc(C)c1Cn1cc(N2C(=O)NC(C)(C)C2=O)cn1, COc1cc(CCl)cc(OC)c1. The product is COc1cc(CN2C(=O)N(c3cnn(Cc4c(C)noc4C)c3)C(=O)C2(C)C)cc(OC)c1. As a reaction SMILES: [CH3:1][c:2]1[n:3][o:4][c:5]([CH3:22])[c:6]1[CH2:7][n:8]1[n:9][cH:10][c:11]([N:13]2[C:14](=[O:21])[NH:15][C:16]([CH3:19])([CH3:20])[C:17]2=[O:18])[cH:12]1.[Cl:23][CH2:24][c:25]1[cH:26][c:27]([O:33][CH3:34])[cH:28][c:29]([O:31][CH3:32])[cH:30]1>>[CH3:1][c:2]1[n:3][o:4][c:5]([CH3:22])[c:6]1[CH2:7][n:8]1[n:9][cH:10][c:11]([N:13]2[C:14](=[O:21])[N:15]([CH2:24][c:25]3[cH:26][c:27]([O:33][CH3:34])[cH:28][c:29]([O:31][CH3:32])[cH:30]3)[C:16]([CH3:19])([CH3:20])[C:17]2=[O:18])[cH:12]1. The product is C(F)(F)(C(F)(F)C(F)(F)C(F)(F)F)S(=O)(=O)N(C)CCN (C4F9SO2—N(CH3)CH2CH2—NH2), CN(S(=O)(=O)C(C(C(C(F)(F)F)(F)F)(F)F)(F)F)CCNC(CC)=O (N-(2-(N-methylnonafluorobutanesulfonamido)ethyl)propionamide). Run at temperature 140 celsius. Reactants: C([O-])([O-])=O.[Na+].[Na+] (sodium carbonate), CNS(=O)(=O)C(C(C(C(F)(F)F)(F)F)(F)F)(F)F (N-Methylnonafluorobutanesulfonamide), C(C)C=1OCCN1 (2-ethyl-2-oxazoline). Reaction SMILES: [CH3:1][NH:2][S:3]([C:6]([F:18])([F:17])[C:7]([F:16])([F:15])[C:8]([F:14])([F:13])[C:9]([F:12])([F:11])[F:10])(=[O:5])=[O:4].[CH2:19]([C:21]1[O:22][CH2:23][CH2:24][N:25]=1)[CH3:20].C(=O)([O-])[O-].[Na+].[Na+]>>[C:6]([S:3]([N:2]([CH2:19][CH2:21][NH2:25])[CH3:1])(=[O:5])=[O:4])([C:7]([C:8]([C:9]([F:10])([F:11])[F:12])([F:13])[F:14])([F:15])[F:16])([F:18])[F:17].[CH3:1][N:2]([CH2:23][CH2:24][NH:25][C:21](=[O:22])[CH2:19][CH3:20])[S:3]([C:6]([F:18])([F:17])[C:7]([F:15])([F:16])[C:8]([F:13])([F:14])[C:9]([F:10])([F:11])[F:12])(=[O:5])=[O:4] |f:2.3.4|. Reported procedure: C4F9SO2—N(CH3)CH2CH2—NH2 was prepared by the following procedure: N-Methylnonafluorobutanesulfonamide (626 g, 2 moles, 3M Company, St. Paul, Minn.), 2-ethyl-2-oxazoline (198 g, 2 moles, Alfa Aesar, Ward Hill, Mass.), and sodium carbonate (17 g, 0.16 mole, EMD Chemicals, Gibbstown, N.J.) were combined and heated for 16 hours at 140° C. to form N-(2-(N-methylnonafluorobutanesulfonamido)ethyl)propionamide. This amide was twice extracted with 250 mL deionized water, heated for 18 hours at 100° C. wi...